From a dataset of the Open Reaction Database (ORD), a public repository of structured organic reaction records. describe an organic reaction: reactants, conditions, products, and yield The reactants are 17.4, CC(=C)N1C(NC2=C1C=CC=C2)=O (1,3-dihydro-1-(1-methylethenyl)-2H-benzimidazol-2-one), ClCCCCCCl (1,5-dichloropentane), [H-].[Na+] (sodium hydride). Run in CN(C=O)C (N,N-dimethylformamide), CN(C=O)C (N,N-dimethylformamide). Run at time 2 hour. Yields the product ClCCCCCN1C(N(C2=C1C=CC=C2)C(=C)C)=O (1-(5-chloropentyl)-1,3-dihydro-3-(1-methylethenyl)-2H-benzimidazol-2-one). RXN SMILES: [H-].[Na+].[CH3:3][C:4]([N:6]1[C:10]2[CH:11]=[CH:12][CH:13]=[CH:14][C:9]=2[NH:8][C:7]1=[O:15])=[CH2:5].[Cl:16][CH2:17][CH2:18][CH2:19][CH2:20][CH2:21]Cl>CN(C)C=O>[Cl:16][CH2:17][CH2:18][CH2:19][CH2:20][CH2:21][N:8]1[C:9]2[CH:14]=[CH:13][CH:12]=[CH:11][C:10]=2[N:6]([C:4]([CH3:3])=[CH2:5])[C:7]1=[O:15] |f:0.1|. Procedure details: To a stirred suspension of 3.2 parts of a sodium hydride dispersion 70% in 9 parts of N,N-dimethylformamide is added dropwise, during a 2 hours-period, a mixture of 17.4 parts of 1,3-dihydro-1-(1-methylethenyl)-2H-benzimidazol-2-one, 70.5 parts of 1,5-dichloropentane and 45 parts of N,N-dimethylformamide at 25°-30° C. Upon completion, stirring is continued for 2 hours at room temperature. The reaction mixture is filtered over hyflo and the filtrate is evaporated. The residue is taken up in 90 pa...